This data is from the Open Reaction Database (ORD), a public repository of structured organic reaction records. The task is: describe an organic reaction: reactants, conditions, products, and yield Reactants: C1CCOC1, CN, O=C(Cl)c1cc2ccccc2s1. The product is CNC(=O)c1cc2ccccc2s1. RXN SMILES: [CH2:15]1[O:16][CH2:17][CH2:18][CH2:19]1.[CH3:1][NH2:2].[s:3]1[c:4]([C:12](=[O:13])[Cl:14])[cH:5][c:6]2[c:7]1[cH:8][cH:9][cH:10][cH:11]2>>[CH3:1][NH:2][C:12]([c:4]1[s:3][c:7]2[c:6]([cH:5]1)[cH:11][cH:10][cH:9][cH:8]2)=[O:13]. The reactants are C(C)C(C=CCN)=CC (4-ethyl-2,4-hexadien-1-ylamine), CC1=NC=CC=C1C(=O)O (2-methyl-3-pyridinecarboxylic acid), Cl.C(C)N=C=NCCCN(C)C (1-ethyl-3-(3-dimethylaminopropyl)carbodiimide hydrochloride), ON1N=NC2=C1C=CC=C2 (N-hydroxybenzotriazole). The solvent is ClCCl (dichloromethane), ClCCl (dichloromethane), C(O)([O-])=O.[Na+] (sodium hydrogen carbonate). Reaction conditions: temperature 0 celsius, time 30 minute. Product: CC1=NC=CC=C1C(=O)N (2-methyl-3-pyridinecarboxamide). The yield is 158.1%. Reaction SMILES: [CH3:1][C:2]1[C:7]([C:8]([OH:10])=O)=[CH:6][CH:5]=[CH:4][N:3]=1.Cl.C([N:14]=C=NCCCN(C)C)C.ON1C2C=CC=CC=2N=N1.C(C(=CC)C=CCN)C>ClCCl.C(=O)([O-])O.[Na+]>[CH3:1][C:2]1[C:7]([C:8]([NH2:14])=[O:10])=[CH:6][CH:5]=[CH:4][N:3]=1 |f:1.2,6.7|. Reported procedure: A solution of 2-methyl-3-pyridinecarboxylic acid (1.66 g), 1-ethyl-3-(3-dimethylaminopropyl)carbodiimide hydrochloride (2.12 g), and N-hydroxybenzotriazole (1.63 g) in dichloromethane (25 ml) was stirred at 0° C. for 15 minutes. A solution of 4-ethyl-2,4-hexadien-1-ylamine (1.26 g) in dichloromethane (6.3 ml) was added dropwise to the solution over a period of 10 minutes. The mixture was stirred at 0° C. for 30 minutes and then at room temperature for 3 hours. The reaction mixture was diluted wi...